Dataset: the Open Reaction Database (ORD), a public repository of structured organic reaction records. Task: describe an organic reaction: reactants, conditions, products, and yield Starting materials: COc1ccc(CC(=O)Cl)cc1, CCN(C(C)C)C(C)C, CC(C)(C)OC(=O)N1CCC(NCc2ccc(Cl)cc2Cl)CC1, ClCCl, O. Yields the product COc1ccc(CC(=O)N(Cc2ccc(Cl)cc2Cl)C2CCN(C(=O)OC(C)(C)C)CC2)cc1. As a reaction SMILES: [CH3:33][O:34][c:35]1[cH:36][cH:37][c:38]([CH2:41][C:42](=[O:43])[Cl:44])[cH:39][cH:40]1.[CH:24]([N:25]([CH:26]([CH3:27])[CH3:28])[CH2:29][CH3:30])([CH3:31])[CH3:32].[Cl:1][c:2]1[c:3]([CH2:9][NH:10][CH:11]2[CH2:12][CH2:13][N:14]([C:17](=[O:18])[O:19][C:20]([CH3:21])([CH3:22])[CH3:23])[CH2:15][CH2:16]2)[cH:4][cH:5][c:6]([Cl:8])[cH:7]1.[Cl:46][CH2:47][Cl:48].[OH2:45]>>[Cl:1][c:2]1[c:3]([CH2:9][N:10]([CH:11]2[CH2:12][CH2:13][N:14]([C:17](=[O:18])[O:19][C:20]([CH3:21])([CH3:22])[CH3:23])[CH2:15][CH2:16]2)[C:42]([CH2:41][c:38]2[cH:37][cH:36][c:35]([O:34][CH3:33])[cH:40][cH:39]2)=[O:43])[cH:4][cH:5][c:6]([Cl:8])[cH:7]1. Starting materials: CC1=CC=C(C=C1)C=1C=CC2=C(C=C(CCS2(=O)=O)C(=O)OC)C1 (methyl 7-(4-methylphenyl)-1,1-dioxo-2,3-dihydro-1-benzothiepine-4-carboxylate), [OH-].[Na+] (sodium hydroxide), CO (methanol). Run in C(C)OCC (diethylether). Reaction conditions: time 8 hour. Product: CC1=CC=C(C=C1)C=1C=CC2=C(C=C(CCS2(=O)=O)C(=O)O)C1 (7-(4-methylphenyl)-1,1-dioxo-2,3-dihydro-1-benzothiepine-4-carboxylic acid). Isolated yield 97.8%. RXN SMILES: [CH3:1][C:2]1[CH:7]=[CH:6][C:5]([C:8]2[CH:9]=[CH:10][C:11]3[S:17](=[O:19])(=[O:18])[CH2:16][CH2:15][C:14]([C:20]([O:22]C)=[O:21])=[CH:13][C:12]=3[CH:24]=2)=[CH:4][CH:3]=1.[OH-].[Na+].CO>C(OCC)C>[CH3:1][C:2]1[CH:3]=[CH:4][C:5]([C:8]2[CH:9]=[CH:10][C:11]3[S:17](=[O:19])(=[O:18])[CH2:16][CH2:15][C:14]([C:20]([OH:22])=[O:21])=[CH:13][C:12]=3[CH:24]=2)=[CH:6][CH:7]=1 |f:1.2|. Procedure: To methyl 7-(4-methylphenyl)-1,1-dioxo-2,3-dihydro-1-benzothiepine-4-carboxylate (1.6 g) was added 1N sodium hydroxide solution (50 ml), methanol (200 ml) and diethylether (100 ml), and the mixture was stirred overnight, concentrated and extracted with water. The aqueous layer was washed with ethyl acetate, made acidic with 1N hydrochloric acid and extracted with ethyl acetate. The organic layer was washed with water and saturated brine, and dried with anhydrous magnesium sulfate. The solvent wa... Starting materials: C(=O)N1CCN(CC1)CCCC1=C(NC=2CCCCC12)C=O (3-[3-(4-Formylpiperazin-1-yl)-propyl]-4,5,6,7-tetrahydro-1H-indole-2-carbaldehyde), CNS(=O)(=O)C=1C=C2CC(NC2=CC1)=O (5-methylaminosulfonyloxindole). Yields the product CNS(=O)(=O)C=1C=C2/C(/C(NC2=CC1)=O)=C/C=1NC=2CCCCC2C1CCCN1CCN(CC1)C=O (3-[1-{3-[3-(4-Formyl-piperazin-1-yl)-propyl]-4,5,6,7-tetrahydro-1H-indol-2-yl}-meth-(Z)-ylidene]-2-oxo-2,3-dihydro-1H-indole-5-sulfonic acid methylamide). Isolated yield 65.5%. As a reaction SMILES: [CH:1]([N:3]1[CH2:8][CH2:7][N:6]([CH2:9][CH2:10][CH2:11][C:12]2[C:20]3[CH2:19][CH2:18][CH2:17][CH2:16][C:15]=3[NH:14][C:13]=2[CH:21]=O)[CH2:5][CH2:4]1)=[O:2].[CH3:23][NH:24][S:25]([C:28]1[CH:29]=[C:30]2[C:34](=[CH:35][CH:36]=1)[NH:33][C:32](=[O:37])[CH2:31]2)(=[O:27])=[O:26]>>[CH3:23][NH:24][S:25]([C:28]1[CH:29]=[C:30]2[C:34](=[CH:35][CH:36]=1)[NH:33][C:32](=[O:37])/[C:31]/2=[CH:21]\[C:13]1[NH:14][C:15]2[CH2:16][CH2:17][CH2:18][CH2:19][C:20]=2[C:12]=1[CH2:11][CH2:10][CH2:9][N:6]1[CH2:5][CH2:4][N:3]([CH:1]=[O:2])[CH2:8][CH2:7]1)(=[O:27])=[O:26]. Procedure details: 3-[3-(4-Formylpiperazin-1-yl)-propyl]-4,5,6,7-tetrahydro-1H-indole-2-carbaldehyde (61 mg, 0.2 mmol), prepared as described in Step 4 of Example 8, was condensed with 5-methylaminosulfonyloxindole (45 mg, 0.2 mmol) following the procedure used in Example 1. Brown solid precipitated out and purified by flash chromatography, eluting with (dichloromethane: methanol 50/1,35/1,30/1) to give 67 mg of the desired product. The reactants are CN(C)C=O, CN1CCC(CCC(=O)O)CC1, O=C(Cl)C(=O)Cl, ClCCl, Cl. Product: CN1CCC(CCC(=O)Cl)CC1. RXN SMILES: [CH3:14][N:15]([CH3:16])[CH:17]=[O:18].[CH3:2][N:3]1[CH2:4][CH2:5][CH:6]([CH2:9][CH2:10][C:11](=[O:12])[OH:13])[CH2:7][CH2:8]1.[Cl:19][C:20]([C:21]([Cl:22])=[O:23])=[O:24].[Cl:25][CH2:26][Cl:27].[ClH:1]>>[CH3:2][N:3]1[CH2:4][CH2:5][CH:6]([CH2:9][CH2:10][C:11](=[O:13])[Cl:19])[CH2:7][CH2:8]1. The reactants are NC1=NC(=CC=C1)Cl (2-amino-6-chloropyridine), ClCC=O (chloroacetaldehyde), aqueous solution. Solvent: C(C)O (ethanol). Yields the product Cl.ClC1=CC=CC=2N1C=CN2 (5-chloroimidazo[1,2-a]pyridine hydrochloride). Isolated yield 45.0%. Reaction SMILES: [NH2:1][C:2]1[CH:7]=[CH:6][CH:5]=[C:4]([Cl:8])[N:3]=1.[Cl:9][CH2:10][CH:11]=O>C(O)C>[ClH:8].[Cl:9][C:10]1[N:3]2[CH:4]=[CH:5][N:1]=[C:2]2[CH:7]=[CH:6][CH:11]=1 |f:3.4|. Reported procedure: To a stirred solution of 2-amino-6-chloropyridine (20.00 g, 156 mmol) in ethanol (300 mL) at ambient temperature was added chloroacetaldehyde (26.1 mL of a 50% aqueous solution, 202 mmol). The reaction mixture was heated at refux for 5 h, allowed to cool to ambient temperature and concentrated in vacuo. The residue was treated with dichloromethane (400 mL) and the dichloromethane layer was decanted. The resultant brown gummy solid was treated with a mixture of methanol (20 mL) and diethyl ether ... Reactants: [Al+3], CCOC(=O)CCCCCCc1ccc(OCc2nc(-c3ccccc3)oc2C)c(OC)c1, [H-], [H-], [H-], [H-], [Li+], C1CCOC1, O. Yields the product COc1cc(CCCCCCCO)ccc1OCc1nc(-c2ccccc2)oc1C. RXN SMILES: [Al+3:35].[CH3:1][O:2][c:3]1[cH:4][c:5]([CH2:23][CH2:24][CH2:25][CH2:26][CH2:27][CH2:28][C:29](=[O:30])[O:31][CH2:32][CH3:33])[cH:6][cH:7][c:8]1[O:9][CH2:10][c:11]1[n:12][c:13](-[c:17]2[cH:18][cH:19][cH:20][cH:21][cH:22]2)[o:14][c:15]1[CH3:16].[H-:34].[H-:37].[H-:38].[H-:39].[Li+:36].[O:41]1[CH2:42][CH2:43][CH2:44][CH2:45]1.[OH2:40]>>[CH3:1][O:2][c:3]1[cH:4][c:5]([CH2:23][CH2:24][CH2:25][CH2:26][CH2:27][CH2:28][CH2:29][OH:30])[cH:6][cH:7][c:8]1[O:9][CH2:10][c:11]1[n:12][c:13](-[c:17]2[cH:18][cH:19][cH:20][cH:21][cH:22]2)[o:14][c:15]1[CH3:16].